Dataset: the Open Reaction Database (ORD), a public repository of structured organic reaction records. Task: describe an organic reaction: reactants, conditions, products, and yield The reactants are O=C([O-])[O-], CCOC(=O)C(C)(C)Oc1ccc(OCCc2nc(-c3ccc(C#N)cc3)oc2C)cc1, CS(C)=O, [K+], [K+], OO. Yields the product CCOC(=O)C(C)(C)Oc1ccc(OCCc2nc(-c3ccc(C(N)=O)cc3)oc2C)cc1. RXN SMILES: [C:33]([O-:34])(=[O:35])[O-:36].[CH2:1]([CH3:2])[O:3][C:4]([C:5]([CH3:6])([CH3:7])[O:8][c:9]1[cH:10][cH:11][c:12]([O:15][CH2:16][CH2:17][c:18]2[n:19][c:20](-[c:24]3[cH:25][cH:26][c:27]([C:30]#[N:31])[cH:28][cH:29]3)[o:21][c:22]2[CH3:23])[cH:13][cH:14]1)=[O:32].[CH3:41][S:42]([CH3:43])=[O:44].[K+:37].[K+:38].[OH:39][OH:40]>>[CH2:1]([CH3:2])[O:3][C:4]([C:5]([CH3:6])([CH3:7])[O:8][c:9]1[cH:10][cH:11][c:12]([O:15][CH2:16][CH2:17][c:18]2[n:19][c:20](-[c:24]3[cH:25][cH:26][c:27]([C:30]([NH2:31])=[O:34])[cH:28][cH:29]3)[o:21][c:22]2[CH3:23])[cH:13][cH:14]1)=[O:32]. Reactants: C(C)(C)(C)OC(NC1=C(C=C(C(=C1)OCC(F)(F)F)C(F)(F)F)N)=O ([2-amino-5-(2,2,2-trifluoro-ethoxy)-4-trifluoromethyl-phenyl]-carbamic acid tert-butyl ester), C(C)(C)(C)OC(CC(C1=CC(=CC=C1)C1=CC(=NC=C1)COC1OCCCC1)=O)=O ((RS)-3-oxo-3-{3-[2-(tetrahydro-pyran-2-yloxymethyl)-pyridin-4-yl]-phenyl}-propionic acid tert-butyl ester). Yields the product C(C)(C)(C)OC(NC1=C(C=C(C(=C1)OCC(F)(F)F)C(F)(F)F)NC(CC(C1=CC(=CC=C1)C1=CC(=NC=C1)COC1OCCCC1)=O)=O)=O ((RS)-[2-(3-Oxo-3-{3-[2-(tetrahydro-pyran-2-yloxymethyl)-pyridin-4-yl]-phenyl}-propionylamino)-5-(2,2,2-trifluoro-ethoxy)-4-trifluoromethyl-phenyl]-carbamic acid tert-butyl ester), solid. Yield: 70.0%. As a reaction SMILES: [C:1]([O:5][C:6](=[O:25])[NH:7][C:8]1[CH:13]=[C:12]([O:14][CH2:15][C:16]([F:19])([F:18])[F:17])[C:11]([C:20]([F:23])([F:22])[F:21])=[CH:10][C:9]=1[NH2:24])([CH3:4])([CH3:3])[CH3:2].C([O:30][C:31](=O)[CH2:32][C:33](=[O:54])[C:34]1[CH:39]=[CH:38][CH:37]=[C:36]([C:40]2[CH:45]=[CH:44][N:43]=[C:42]([CH2:46][O:47][CH:48]3[CH2:53][CH2:52][CH2:51][CH2:50][O:49]3)[CH:41]=2)[CH:35]=1)(C)(C)C>>[C:1]([O:5][C:6](=[O:25])[NH:7][C:8]1[CH:13]=[C:12]([O:14][CH2:15][C:16]([F:18])([F:17])[F:19])[C:11]([C:20]([F:22])([F:23])[F:21])=[CH:10][C:9]=1[NH:24][C:31](=[O:30])[CH2:32][C:33](=[O:54])[C:34]1[CH:39]=[CH:38][CH:37]=[C:36]([C:40]2[CH:45]=[CH:44][N:43]=[C:42]([CH2:46][O:47][CH:48]3[CH2:53][CH2:52][CH2:51][CH2:50][O:49]3)[CH:41]=2)[CH:35]=1)([CH3:4])([CH3:2])[CH3:3]. Procedure details: The title compound was prepared from [2-amino-5-(2,2,2-trifluoro-ethoxy)-4-trifluoromethyl-phenyl]-carbamic acid tert-butyl ester (Example J6) (374 mg, 1.0 mmol) and (RS)-3-oxo-3-{3-[2-(tetrahydro-pyran-2-yloxymethyl)-pyridin-4-yl]-phenyl}-propionic acid tert-butyl ester (Example K40) (412 mg, 1.0 mmol) according to the general procedure M. Obtained as a light brown solid (500 mg, 70%).